Dataset: the Open Reaction Database (ORD), a public repository of structured organic reaction records. Task: describe an organic reaction: reactants, conditions, products, and yield Reactants: CN(C=NC(C1=CC(=CC=C1)SC)=O)C (N-[1-dimethylaminomethylidene]-3-methylsulfanyl-benzamide), O.NN (hydrazine hydrate). The solvent is C(C)(=O)O (acetic acid). Conditions: temperature 90 celsius. The product is CSC=1C=C(C=CC1)C1=NNC=N1 (3-(3-Methylsulfanylphenyl)-1H-[1,2,4]triazole). Reaction SMILES: C[N:2](C)[CH:3]=[N:4][C:5](=O)[C:6]1[CH:11]=[CH:10][CH:9]=[C:8]([S:12][CH3:13])[CH:7]=1.O.[NH2:17]N>C(O)(=O)C>[CH3:13][S:12][C:8]1[CH:7]=[C:6]([C:5]2[N:4]=[CH:3][NH:2][N:17]=2)[CH:11]=[CH:10][CH:9]=1 |f:1.2|. Procedure details: 8 g of N-[1-dimethylaminomethylidene]-3-methylsulfanyl-benzamide were dissolved in 80 ml of glacial acetic acid. 2 ml of hydrazine hydrate were added and the mixture was heated to 90° C. for 2 h. The solvent was removed in vacuo. The crude product was purified by flash chromatography (300 g of silica gel; DCM/MOH, gradient from 100:0 to 95:5). 4.5 g of the title compound were obtained as an oil. Reactants: CCOC(=O)COc1ccccc1C(=O)N(C)c1ccccc1, CO, [K+], [OH-], O. The product is CN(C(=O)c1ccccc1OCC(=O)O)c1ccccc1. Reaction SMILES: [CH3:1][N:2]([C:3](=[O:4])[c:5]1[c:6]([O:7][CH2:8][C:9](=[O:10])[O:11][CH2:12][CH3:13])[cH:14][cH:15][cH:16][cH:17]1)[c:18]1[cH:19][cH:20][cH:21][cH:22][cH:23]1.[CH3:26][OH:27].[K+:25].[OH-:24].[OH2:28]>>[CH3:1][N:2]([C:3](=[O:4])[c:5]1[c:6]([O:7][CH2:8][C:9](=[O:10])[OH:11])[cH:14][cH:15][cH:16][cH:17]1)[c:18]1[cH:19][cH:20][cH:21][cH:22][cH:23]1. The reactants are solid, [NH4+].[Cl-] (NH4Cl), C(Cl)Cl (DCM), C(C)OC(CBr)=O (ethylbromoacetate), C12CC(CC(CC(C1)=O)C2)=O (bicyclo [3.3.1]nonane-3,7-dione). The reagents and catalysts are [Zn] (Zn), [Zn] (Zn), [Zn] (Zn), [Zn] (Zn), [Zn] (Zn). Solvent: C1CCOC1 (THF), C1CCOC1 (THF), Cl (HCl). Yields the product OC12OC3(CC(CC(C1)C3)C2)CC(=O)OCC (ethyl (3-Hydroxy-2-oxatricyclo[3.3.1.13,7]dec-1-yl)acetate). As a reaction SMILES: [CH2:1]([O:3][C:4](=[O:7])[CH2:5]Br)[CH3:2].[CH:8]12[CH2:17][CH:12]([CH2:13][C:14](=[O:16])[CH2:15]1)[CH2:11][C:10](=[O:18])[CH2:9]2.[NH4+].[Cl-].C(Cl)Cl>Cl.C1COCC1.[Zn]>[OH:18][C:10]12[CH2:11][CH:12]3[CH2:17][CH:8]([CH2:15][C:14]([CH2:5][C:4]([O:3][CH2:1][CH3:2])=[O:7])([CH2:13]3)[O:16]1)[CH2:9]2 |f:2.3|. Reported procedure: Zn solid was activated just prior to perform Reformatsky reaction as followed: Zn dust was stirred at r.t. in 2 M aqueous HCl solution until the bubbling ceased (≈40 min for 15 g Zn). The solid was then filtered and washed with water (50 mL), the EtOH (50 mL), acetone (50 mL), then Et2O (50 mL) and the thin solid was heated using an air gun under vacuum to complete drying. Reformasky reaction: to a suspension of such activated Zn* solid (2.29 g, 35 mmol) in dry THF (70 mL) warmed to reflux tempe... RXN SMILES: [BrH:16].[BrH:17].[CH3:48][C:49](=[O:50])[O-:51].[CH3:54][CH2:55][OH:56].[CH3:57][O:58][CH2:59][CH2:60][OH:61].[ClH:1].[F:18][c:19]1[cH:20][cH:21][c:22]([CH2:25][n:26]2[c:27]([NH:35][CH:36]3[CH2:37][CH2:38][NH:39][CH2:40][CH2:41]3)[n:28][c:29]3[c:30]2[cH:31][cH:32][cH:33][cH:34]3)[cH:23][cH:24]1.[H:52][H:53].[K+:47].[c:2]1([CH2:8][N:9]2[CH2:10][C:11](=[O:15])[CH2:12][CH2:13][CH2:14]2)[cH:3][cH:4][cH:5][cH:6][cH:7]1.[cH:42]1[cH:43][s:44][cH:45][cH:46]1>>[c:2]1([CH2:8][N:9]2[CH2:10][CH:11]([N:39]3[CH2:38][CH2:37][CH:36]([NH:35][c:27]4[n:26]([CH2:25][c:22]5[cH:21][cH:20][c:19]([F:18])[cH:24][cH:23]5)[c:30]5[c:29]([n:28]4)[cH:34][cH:33][cH:32][cH:31]5)[CH2:41][CH2:40]3)[CH2:12][CH2:13][CH2:14]2)[cH:3][cH:4][cH:5][cH:6][cH:7]1. Yields the product Fc1ccc(Cn2c(NC3CCN(C4CCCN(Cc5ccccc5)C4)CC3)nc3ccccc32)cc1. Starting materials: Br, Br, CC(=O)[O-], CCO, COCCO, Cl, Fc1ccc(Cn2c(NC3CCNCC3)nc3ccccc32)cc1, [H][H], [K+], O=C1CCCN(Cc2ccccc2)C1, c1ccsc1. Starting materials: CCOC(=O)C=C(c1ccc(OCC(C)C)c(CCC(=O)O)c1)c1ccc(OCC(C)C)cc1OCC(C)C, CCO, ClC(Cl)Cl, Cl, [Na+], C1CCOC1, [OH-], O. Product: CC(C)COc1ccc(C(=CC(=O)O)c2ccc(OCC(C)C)c(CCC(=O)O)c2)c(OCC(C)C)c1. Reaction SMILES: [CH2:1]([CH:2]([CH3:3])[CH3:4])[O:5][c:6]1[c:7]([C:17](=[CH:18][C:19](=[O:20])[O:21][CH2:22][CH3:23])[c:24]2[cH:25][cH:26][c:27]([O:35][CH2:36][CH:37]([CH3:38])[CH3:39])[c:28]([CH2:30][CH2:31][C:32](=[O:33])[OH:34])[cH:29]2)[cH:8][cH:9][c:10]([O:12][CH2:13][CH:14]([CH3:15])[CH3:16])[cH:11]1.[CH3:47][CH2:48][OH:49].[CH:42]([Cl:43])([Cl:44])[Cl:45].[ClH:46].[Na+:41].[O:50]1[CH2:51][CH2:52][CH2:53][CH2:54]1.[OH-:40].[OH2:55]>>[CH2:1]([CH:2]([CH3:3])[CH3:4])[O:5][c:6]1[c:7]([C:17](=[CH:18][C:19](=[O:20])[OH:21])[c:24]2[cH:25][cH:26][c:27]([O:35][CH2:36][CH:37]([CH3:38])[CH3:39])[c:28]([CH2:30][CH2:31][C:32](=[O:33])[OH:34])[cH:29]2)[cH:8][cH:9][c:10]([O:12][CH2:13][CH:14]([CH3:15])[CH3:16])[cH:11]1. Starting materials: O=C([O-])[O-], ClCC1CO1, [K+], [K+], CN(C)C=O, NC(=O)c1ccc(O)cc1. Yields the product NC(=O)c1ccc(OCC2CO2)cc1. Reaction SMILES: [C:16](=[O:17])([O-:18])[O-:19].[Cl:11][CH2:12][CH:13]1[CH2:14][O:15]1.[K+:20].[K+:21].[O:22]=[CH:23][N:24]([CH3:25])[CH3:26].[OH:1][c:2]1[cH:3][cH:4][c:5]([C:6](=[O:7])[NH2:8])[cH:9][cH:10]1>>[O:1]([c:2]1[cH:3][cH:4][c:5]([C:6](=[O:7])[NH2:8])[cH:9][cH:10]1)[CH2:12][CH:13]1[CH2:14][O:15]1. Reactants: Cc1nc2ccccc2n1-c1nc(N2CCOCC2)c2nc(CBr)n(C)c2n1, NCCC(F)(F)F. Yields the product Cc1nc2ccccc2n1-c1nc(N2CCOCC2)c2nc(CNCCC(F)(F)F)n(C)c2n1. As a reaction SMILES: [Br:1][CH2:2][c:3]1[n:4]([CH3:28])[c:5]2[n:6][c:7](-[n:18]3[c:19]([CH3:27])[n:20][c:21]4[c:22]3[cH:23][cH:24][cH:25][cH:26]4)[n:8][c:9]([N:12]3[CH2:13][CH2:14][O:15][CH2:16][CH2:17]3)[c:10]2[n:11]1.[F:29][C:30]([CH2:31][CH2:32][NH2:33])([F:34])[F:35]>>[CH2:2]([c:3]1[n:4]([CH3:28])[c:5]2[n:6][c:7](-[n:18]3[c:19]([CH3:27])[n:20][c:21]4[c:22]3[cH:23][cH:24][cH:25][cH:26]4)[n:8][c:9]([N:12]3[CH2:13][CH2:14][O:15][CH2:16][CH2:17]3)[c:10]2[n:11]1)[NH:33][CH2:32][CH2:31][C:30]([F:29])([F:34])[F:35]. Starting materials: CS(C)=O, Clc1cncc(Cl)c1, [Na+], [Na], [OH-], OCCO. Product: OCCOc1cncc(Cl)c1. As a reaction SMILES: [CH3:16][S:17](=[O:18])[CH3:19].[Cl:6][c:7]1[cH:8][n:9][cH:10][c:11]([Cl:13])[cH:12]1.[Na+:15].[Na:1].[OH-:14].[OH:2][CH2:3][CH2:4][OH:5]>>[O:2]([CH2:3][CH2:4][OH:5])[c:11]1[cH:10][n:9][cH:8][c:7]([Cl:6])[cH:12]1. The reactants are CCOC(C)=O, CC(C)[N-]C(C)C, COC(=O)Cl, O=C1CCCc2onc(-c3ccccc3F)c21, [Li+], C1CCOC1, O. Product: COC(=O)C1CCc2onc(-c3ccccc3F)c2C1=O. RXN SMILES: [CH3:37][CH2:38][O:39][C:40](=[O:41])[CH3:42].[CH:18]([N-:19][CH:20]([CH3:21])[CH3:22])([CH3:23])[CH3:24].[Cl:26][C:27](=[O:28])[O:29][CH3:30].[F:1][c:2]1[c:3](-[c:8]2[n:9][o:10][c:11]3[c:12]2[C:13](=[O:17])[CH2:14][CH2:15][CH2:16]3)[cH:4][cH:5][cH:6][cH:7]1.[Li+:25].[O:32]1[CH2:33][CH2:34][CH2:35][CH2:36]1.[OH2:31]>>[F:1][c:2]1[c:3](-[c:8]2[n:9][o:10][c:11]3[c:12]2[C:13](=[O:17])[CH:14]([C:27](=[O:28])[O:29][CH3:30])[CH2:15][CH2:16]3)[cH:4][cH:5][cH:6][cH:7]1.